This data is from the Open Reaction Database (ORD), a public repository of structured organic reaction records. The task is: describe an organic reaction: reactants, conditions, products, and yield Reactants: COC(=O)C=Cc1ccccc1, ClCCl. Yields the product COC(=O)CCc1ccccc1. As a reaction SMILES: [C:1]([CH:2]=[CH:3][c:4]1[cH:5][cH:6][cH:7][cH:8][cH:9]1)(=[O:10])[O:11][CH3:12].[Cl:13][CH2:14][Cl:15]>>[C:1]([CH2:2][CH2:3][c:4]1[cH:5][cH:6][cH:7][cH:8][cH:9]1)(=[O:10])[O:11][CH3:12]. The reactants are O=C([O-])[O-], CC#N, Nc1nc(CCl)cs1, Cl, [Cs+], [Cs+], [I-], [K+], Cn1nnnc1C(=NO)c1cccc(OC(F)(F)F)c1. Yields the product Cn1nnnc1C(=NOCc1csc(N)n1)c1cccc(OC(F)(F)F)c1. RXN SMILES: [C:21](=[O:22])([O-:23])[O-:24].[CH3:38][C:39]#[N:40].[Cl:30][CH2:31][c:32]1[n:33][c:34]([NH2:37])[s:35][cH:36]1.[ClH:29].[Cs+:25].[Cs+:26].[I-:28].[K+:27].[OH:1][N:2]=[C:3]([c:4]1[cH:5][c:6]([O:10][C:11]([F:12])([F:13])[F:14])[cH:7][cH:8][cH:9]1)[c:15]1[n:16][n:17][n:18][n:19]1[CH3:20]>>[O:1]([N:2]=[C:3]([c:4]1[cH:5][c:6]([O:10][C:11]([F:12])([F:13])[F:14])[cH:7][cH:8][cH:9]1)[c:15]1[n:16][n:17][n:18][n:19]1[CH3:20])[CH2:31][c:32]1[n:33][c:34]([NH2:37])[s:35][cH:36]1. Reactants: CCOC(=N)c1ccccc1Br, O=C(Cl)c1ccccc1C(F)(F)F. The product is CCOC(=NC(=O)c1ccccc1C(F)(F)F)c1ccccc1Br. RXN SMILES: [Br:1][c:2]1[c:3]([C:4]([O:5][CH2:6][CH3:7])=[NH:8])[cH:9][cH:10][cH:11][cH:12]1.[F:13][C:14]([c:15]1[c:16]([C:17](=[O:18])[Cl:19])[cH:20][cH:21][cH:22][cH:23]1)([F:24])[F:25]>>[Br:1][c:2]1[c:3]([C:4]([O:5][CH2:6][CH3:7])=[N:8][C:17]([c:16]2[c:15]([C:14]([F:13])([F:24])[F:25])[cH:23][cH:22][cH:21][cH:20]2)=[O:18])[cH:9][cH:10][cH:11][cH:12]1. As a reaction SMILES: [C:1](Cl)(=[O:4])[CH:2]=[CH2:3].[Cl:6][C:7]1[C:8]([C:31]2[C:39]3[C:34](=[CH:35][CH:36]=[CH:37][CH:38]=3)[N:33]([CH3:40])[CH:32]=2)=[N:9][C:10]([NH:13][C:14]2[C:19]([O:20][CH3:21])=[CH:18][C:17]([N:22]3[CH2:26][CH2:25][C@@H:24]([N:27]([CH3:29])[CH3:28])[CH2:23]3)=[C:16]([NH2:30])[CH:15]=2)=[N:11][CH:12]=1.CCN(C(C)C)C(C)C>C1COCC1.O.C(Cl)Cl.C(OCC)C>[Cl:6][C:7]1[C:8]([C:31]2[C:39]3[C:34](=[CH:35][CH:36]=[CH:37][CH:38]=3)[N:33]([CH3:40])[CH:32]=2)=[N:9][C:10]([NH:13][C:14]2[C:19]([O:20][CH3:21])=[CH:18][C:17]([N:22]3[CH2:26][CH2:25][C@@H:24]([N:27]([CH3:29])[CH3:28])[CH2:23]3)=[C:16]([NH:30][C:1](=[O:4])[CH:2]=[CH2:3])[CH:15]=2)=[N:11][CH:12]=1. The yield is 56.5%. Run at temperature 0 celsius, time 1 hour. The solvent is C1CCOC1 (THF), C(C)OCC (diethyl ether), C(Cl)Cl (CH2Cl2), O (water). Reported procedure: Acryloyl chloride (0.459 mL, 1M in THF, 0.46 mmol) was added dropwise to a mixture of N-[5-chloro-4-(1-methylindol-3-yl)pyrimidin-2-yl]-4-[(3R)-3-dimethylaminopyrrolidin-1-yl]-6-methoxybenzene-1,3-diamine (Intermediate 85, 226 mg, 0.46 mmol) and DIPEA (0.088 mL, 0.51 mmol) in THF (15 mL) at 0° C. under N2. The resulting suspension was stirred at 0° C. for 1 h, then allowed to warm to r.t. The mixture was then diluted with water (15 mL) and concentrated in vacuo. The resulting material was dissol... Reactants: C(C=C)(=O)Cl (Acryloyl chloride), ClC=1C(=NC(=NC1)NC1=CC(=C(C=C1OC)N1C[C@@H](CC1)N(C)C)N)C1=CN(C2=CC=CC=C12)C (N-[5-chloro-4-(1-methylindol-3-yl)pyrimidin-2-yl]-4-[(3R)-3-dimethylaminopyrrolidin-1-yl]-6-methoxybenzene-1,3-diamine), ClC=1C(=NC(=NC1)NC1=CC(=C(C=C1OC)N1C[C@@H](CC1)N(C)C)N)C1=CN(C2=CC=CC=C12)C (N-[5-chloro-4-(1-methylindol-3-yl)pyrimidin-2-yl]-4-[(3R)-3-dimethylaminopyrrolidin-1-yl]-6-methoxybenzene-1,3-diamine), CCN(C(C)C)C(C)C (DIPEA). The product is ClC=1C(=NC(=NC1)NC=1C(=CC(=C(C1)NC(C=C)=O)N1C[C@@H](CC1)N(C)C)OC)C1=CN(C2=CC=CC=C12)C (N-(5-{[5-Chloro-4-(1-methylindol-3-yl)pyrimidin-2-yl]amino}-2-{(3R)-3-dimethylaminopyrrolidin-1-yl}-4-methoxyphenyl)prop-2-enamide). Reactants: BrC1=C(C=CC(=C1)F)C1N=C(NC(=C1C(=O)OCC)CBr)C=1SC=CN1 (ethyl 4-(2-bromo-4-fluorophenyl)-6-(bromomethyl)-2-(thiazol-2-yl)-1,4-dihydropyrimidine-5-carboxylate), N1[C@@H](COCC1)C(=O)O ((S)-morpholine-3-carboxylic acid), C([O-])([O-])=O.[K+].[K+] (potassium carbonate). Run in C(C)O (ethanol). Conditions: temperature 25 celsius, time 16 hour. Yields the product BrC1=C(C=CC(=C1)F)C1C(=C(NC(=N1)C=1SC=CN1)CN1[C@@H](COCC1)C(=O)O)C(=O)OCC ((3S)-4-((6-(2-bromo-4-fluorophenyl)-5-(ethoxycarbonyl)-2-(thiazol-2-yl)-3,6-dihydropyrimidin-4-yl)methyl)morpholine-3-carboxylic acid). The yield is 85.7%. Reaction SMILES: [Br:1][C:2]1[CH:7]=[C:6]([F:8])[CH:5]=[CH:4][C:3]=1[CH:9]1[C:14]([C:15]([O:17][CH2:18][CH3:19])=[O:16])=[C:13]([CH2:20]Br)[NH:12][C:11]([C:22]2[S:23][CH:24]=[CH:25][N:26]=2)=[N:10]1.[NH:27]1[CH2:32][CH2:31][O:30][CH2:29][C@H:28]1[C:33]([OH:35])=[O:34].C(=O)([O-])[O-].[K+].[K+]>C(O)C>[Br:1][C:2]1[CH:7]=[C:6]([F:8])[CH:5]=[CH:4][C:3]=1[CH:9]1[N:10]=[C:11]([C:22]2[S:23][CH:24]=[CH:25][N:26]=2)[NH:12][C:13]([CH2:20][N:27]2[CH2:32][CH2:31][O:30][CH2:29][C@H:28]2[C:33]([OH:35])=[O:34])=[C:14]1[C:15]([O:17][CH2:18][CH3:19])=[O:16] |f:2.3.4|. Procedure: A mixture of ethyl 4-(2-bromo-4-fluorophenyl)-6-(bromomethyl)-2-(thiazol-2-yl)-1,4-dihydropyrimidine-5-carboxylate (7.7 g, 15.3 mmol), (S)-morpholine-3-carboxylic acid (2 g, 15.3 mmol) and potassium carbonate (4.23 g, 30.6 mmol) in anhydrous ethanol (154 mL) was stirred at 25° C. for 16 hours. The reaction mixture was filtered and the filtrate was concentrated in vacuo. The residue was purified by a silica gel column chromatography (DCM/MeOH (V/V)=25/1) to give the title compound as a yellow sol...